From a dataset of the Open Reaction Database (ORD), a public repository of structured organic reaction records. describe an organic reaction: reactants, conditions, products, and yield Reactants: COC(=O)C1=CC(=CC(=N1)C1=NC(=CC=C1)C1=NC(=CC(=C1)C1=CC=C(C=C1)[N+](=O)[O-])C(=O)OC)C1=CC=C(C=C1)[N+](=O)[O-] (6,6"-Bis(methoxycarbonyl)-4,4"-bis(4-nitrophenyl)-2,2';6',2"-terpyridine), OCC1=CC(=CC(=N1)C1=NC(=CC=C1)C1=NC(=CC(=C1)C1=CC=CC=C1)CO)C1=CC=CC=C1 (6,6"-Bis(hydroxymethyl)-4,4"-diphenyl-2,2';6',2"-terpyridine). Yields the product OCC1=CC(=CC(=N1)C1=NC(=CC=C1)C1=NC(=CC(=C1)C1=CC=C(C=C1)[N+](=O)[O-])CO)C1=CC=C(C=C1)[N+](=O)[O-] (6,6"-Bis(hydroxymethyl)-4,4"-bis(4-nitrophenyl)-2,2';6',2"-terpyridine). The yield is 40.0%. RXN SMILES: C[O:2][C:3]([C:5]1[N:10]=[C:9]([C:11]2[CH:16]=[CH:15][CH:14]=[C:13]([C:17]3[CH:22]=[C:21]([C:23]4[CH:28]=[CH:27][C:26]([N+:29]([O-:31])=[O:30])=[CH:25][CH:24]=4)[CH:20]=[C:19]([C:32](OC)=[O:33])[N:18]=3)[N:12]=2)[CH:8]=[C:7]([C:36]2[CH:41]=[CH:40][C:39]([N+:42]([O-:44])=[O:43])=[CH:38][CH:37]=2)[CH:6]=1)=O.OCC1N=C(C2C=CC=C(C3C=C(C4C=CC=CC=4)C=C(CO)N=3)N=2)C=C(C2C=CC=CC=2)C=1>>[OH:2][CH2:3][C:5]1[N:10]=[C:9]([C:11]2[CH:16]=[CH:15][CH:14]=[C:13]([C:17]3[CH:22]=[C:21]([C:23]4[CH:24]=[CH:25][C:26]([N+:29]([O-:31])=[O:30])=[CH:27][CH:28]=4)[CH:20]=[C:19]([CH2:32][OH:33])[N:18]=3)[N:12]=2)[CH:8]=[C:7]([C:36]2[CH:41]=[CH:40][C:39]([N+:42]([O-:44])=[O:43])=[CH:38][CH:37]=2)[CH:6]=1. Procedure: Compound 18b was synthesized from 17b using a method analogous to the synthesis described in 18a. Starting materials: CC[Al+]CC, [Cl-], NS(=O)(=O)c1cc(C(=O)Cl)ccc1Cl, ClCCl, Cl, c1ccc(N2CCCCC2)cc1. Product: NS(=O)(=O)c1cc(C(=O)c2ccc(N3CCCCC3)cc2)ccc1Cl. As a reaction SMILES: [CH2:16]([Al+:17][CH2:18][CH3:19])[CH3:20].[Cl-:15].[Cl:1][c:2]1[c:3]([S:11]([NH2:12])(=[O:13])=[O:14])[cH:4][c:5]([C:6](=[O:7])[Cl:8])[cH:9][cH:10]1.[Cl:34][CH2:35][Cl:36].[ClH:33].[c:21]1([N:27]2[CH2:28][CH2:29][CH2:30][CH2:31][CH2:32]2)[cH:22][cH:23][cH:24][cH:25][cH:26]1>>[Cl:1][c:2]1[c:3]([S:11]([NH2:12])(=[O:13])=[O:14])[cH:4][c:5]([C:6](=[O:7])[c:24]2[cH:23][cH:22][c:21]([N:27]3[CH2:28][CH2:29][CH2:30][CH2:31][CH2:32]3)[cH:26][cH:25]2)[cH:9][cH:10]1.